From a dataset of the Open Reaction Database (ORD), a public repository of structured organic reaction records. describe an organic reaction: reactants, conditions, products, and yield The reactants are C([O-])(O)=O.[Na+] (sodium bicarbonate), CN1CCOCC1 (N-Methylmorpholine), ClC(=O)OCC(C)C (isobutyl chloroformate), CNCCCCCCCCC[C@H]1[C@H]2[C@@H]3CC[C@@H]([C@@]3(C)CC[C@@H]2C=2C=CC(=CC2C1)O)O (7α-(9-methylaminononyl)oestra-1,3,5(10)-triene-3,17β-diol). Solvent: O1CCCC1 (tetrahydrofuran). Reaction conditions: time 150 minute. Yields the product OC1=CC=2C[C@H]([C@H]3[C@@H]4CC[C@@H]([C@@]4(C)CC[C@@H]3C2C=C1)O)CCCCCCCCCN(C(OCC(C)C)=O)C (isobutyl N-[9-(3,17β-dihydroxyoestra-1,3,5(10)-trien-7α-yl)nonyl]-N-methylcarbamoate). As a reaction SMILES: CN1CCOCC1.Cl[C:9]([O:11][CH2:12][CH:13]([CH3:15])[CH3:14])=[O:10].[CH3:16][NH:17][CH2:18][CH2:19][CH2:20][CH2:21][CH2:22][CH2:23][CH2:24][CH2:25][CH2:26][C@@H:27]1[CH2:44][C:43]2[CH:42]=[C:41]([OH:45])[CH:40]=[CH:39][C:38]=2[C@@H:37]2[C@@H:28]1[C@H:29]1[C@@:33]([CH2:35][CH2:36]2)([CH3:34])[C@@H:32]([OH:46])[CH2:31][CH2:30]1.C(=O)(O)[O-].[Na+]>O1CCCC1>[OH:45][C:41]1[CH:40]=[CH:39][C:38]2[C@@H:37]3[C@H:28]([C@H:29]4[C@@:33]([CH2:35][CH2:36]3)([CH3:34])[C@@H:32]([OH:46])[CH2:31][CH2:30]4)[C@H:27]([CH2:26][CH2:25][CH2:24][CH2:23][CH2:22][CH2:21][CH2:20][CH2:19][CH2:18][N:17]([CH3:16])[C:9](=[O:10])[O:11][CH2:12][CH:13]([CH3:15])[CH3:14])[CH2:44][C:43]=2[CH:42]=1 |f:3.4|. Procedure details: N-Methylmorpholine (0.028 ml.) and isobutyl chloroformate (0.038 ml.) were successively added to a stirred solution of 7α-(9-methylaminononyl)oestra-1,3,5(10)-trien-3,17β-diol (Example 28; 0.08 g.) in tetrahydrofuran (3 ml.) and the mixture was stirred at laboratory temperature for 150 minutes. Saturated aqueous sodium bicarbonate solution (2 ml.) was added and the mixture was extracted three times with methylene chloride (10 ml. each time). The combined extracts were washed with water (5 ml.), ... Reactants: C=CCBr, COc1cc(-c2ccncc2)ccc1[N+](=O)[O-], c1ccncc1. Yields the product [Br-], C=CC[n+]1ccc(-c2ccc([N+](=O)[O-])c(OC)c2)cc1. RXN SMILES: [CH2:18]([CH:19]=[CH2:20])[Br:21].[CH3:1][O:2][c:3]1[cH:4][c:5](-[c:12]2[cH:13][cH:14][n:15][cH:16][cH:17]2)[cH:6][cH:7][c:8]1[N+:9](=[O:10])[O-:11].[cH:22]1[cH:23][cH:24][n:25][cH:26][cH:27]1>>[Br-:21].[CH3:1][O:2][c:3]1[cH:4][c:5](-[c:12]2[cH:13][cH:14][n+:15]([CH2:20][CH:19]=[CH2:18])[cH:16][cH:17]2)[cH:6][cH:7][c:8]1[N+:9](=[O:10])[O-:11]. The reactants are [BH4-].[Na+] (NaBH4), FC1=CC=C(C=C1)C1=CN=C(O1)C=O (5-(4-fluorophenyl)-1,3-oxazole-2-carbaldehyde), O (water). The solvent is CO (methanol). Conditions: time 2 hour. Product: FC1=CC=C(C=C1)C1=CN=C(O1)CO ([5-(4-fluorophenyl)-1,3-oxazole-2-yl]methanol). The yield is 78.6%. As a reaction SMILES: [BH4-].[Na+].[F:3][C:4]1[CH:9]=[CH:8][C:7]([C:10]2[O:14][C:13]([CH:15]=[O:16])=[N:12][CH:11]=2)=[CH:6][CH:5]=1.O>CO>[F:3][C:4]1[CH:5]=[CH:6][C:7]([C:10]2[O:14][C:13]([CH2:15][OH:16])=[N:12][CH:11]=2)=[CH:8][CH:9]=1 |f:0.1|. Procedure details: NaBH4 (138 mg, 3.6 mmol) was added to a solution of 5-(4-fluorophenyl)-1,3-oxazole-2-carbaldehyde (0.58 g, 3.03 mmol) in methanol (10 ml). The mixture was stirred at room temperature for 2 hours, then poured into water (50 ml), extracted with DCM (30 ml), washed with brine (20 ml), dried over MgSO4 and concentrated in vacuo to afford 460 mg (79%) of the title compound: δH (360 MHz, CDCl3) 2.57 (1H, m), 4.79 (2H, d, J 5.5) 7.12 (2H, t, J 8.5), 7.24 (1H, s), 7.60-7.64 (2H, m); m/z (ES+) 194 (MH+). Procedure details: (3,5-Dimethyl-1H-pyrazol-4-yl)-acetic acid methyl ester (1 g, 6.0 mmol), 4-(bromomethyl)-benzaldehyde (1.18 g, 6.0 mmol) and K2CO3 (1.73 g, 12.5 mmol) were refluxed in 5 ml acetonitrile for 12 h. After cooling, the mixture was filtered, and the solvent was removed under reduced pressure. The residue was purified by MPLC (silica gel, CH2Cl2/methanol 99:1). RXN SMILES: [CH3:1][O:2][C:3](=[O:12])[CH2:4][C:5]1[C:6]([CH3:11])=[N:7][NH:8][C:9]=1[CH3:10].Br[CH2:14][C:15]1[CH:22]=[CH:21][C:18]([CH:19]=[O:20])=[CH:17][CH:16]=1.C([O-])([O-])=O.[K+].[K+]>C(#N)C>[CH3:1][O:2][C:3](=[O:12])[CH2:4][C:5]1[C:9]([CH3:10])=[N:8][N:7]([CH2:14][C:15]2[CH:22]=[CH:21][C:18]([CH:19]=[O:20])=[CH:17][CH:16]=2)[C:6]=1[CH3:11] |f:2.3.4|. The product is COC(CC=1C(=NN(C1C)CC1=CC=C(C=C1)C=O)C)=O ([1-(4-Formyl-benzyl)-3,5-dimethyl-1H-pyrazol-4-yl]-acetic acid methyl ester). Starting materials: COC(CC=1C(=NNC1C)C)=O ((3,5-Dimethyl-1H-pyrazol-4-yl)-acetic acid methyl ester), BrCC1=CC=C(C=O)C=C1 (4-(bromomethyl)-benzaldehyde), C(=O)([O-])[O-].[K+].[K+] (K2CO3). Solvent: C(C)#N (acetonitrile). Starting materials: C1(=CC(=CC(=C1)C)C)C (mesitylene), CC1=C(C(=CC(=C1)C)C)CC1=CC(=CC(=C1)C)C (1,3,5-trimethyl-2-(3′, 5′-dimethylbenzyl)benzene), O=O (oxygen). Reagents/catalysts: C(C)(=O)[O-].[Pd+2].C(C)(=O)[O-] (palladium(II) acetate). The solvent is C(C)(=O)O (acetic acid). The product is CC1=C(C(=CC(=C1)C)C)O (2,4,6-trimethylphenol). Reaction SMILES: [C:1]1([CH3:9])[CH:6]=[C:5]([CH3:7])[CH:4]=[C:3]([CH3:8])[CH:2]=1.[O:10]=O.CC1C=C(C)C=C(C)C=1CC1C=C(C)C=C(C)C=1>C([O-])(=O)C.[Pd+2].C([O-])(=O)C.C(O)(=O)C>[CH3:9][C:1]1[CH:6]=[C:5]([CH3:7])[CH:4]=[C:3]([CH3:8])[C:2]=1[OH:10] |f:3.4.5|. Procedure details: In a flask, 30 mmol of mesitylene, 4.5 mg (0.02 mmol) of palladium(II) acetate, 323 mg (about 0.14 mmol) of H4PMo11V1O40-nH2O, and 10 ml of acetic acid were placed and were stirred at a constant temperature of 90° C. in an atmosphere of oxygen gas at 1 atm (0.1 MPa) for 15 hours. The resulting reaction mixture was analyzed by gas chromatography to find that 8.5 mmol of 1,3,5-trimethyl-2-(3′, 5′-dimethylbenzyl)benzene, and 1 mmol of 2,4,6-trimethylphenol were produced. Reactants: C=CCC(CC=C)(COc1cc(C)c(-c2ccc(C(F)(F)F)cc2)c(C)c1)c1ccc(C(=O)O)cc1, COC(=O)CCN, CCN=C=NCCCN(C)C, CCN(C(C)C)C(C)C, Cl, Cl, CN(C)C=O, O, O, On1nnc2ccccc21. Yields the product C=CCC(CC=C)(COc1cc(C)c(-c2ccc(C(F)(F)F)cc2)c(C)c1)c1ccc(C(=O)NCCC(=O)OC)cc1. Reaction SMILES: [CH2:1]([CH:2]=[CH2:3])[C:4]([CH2:5][CH:6]=[CH2:7])([CH2:8][O:9][c:10]1[cH:11][c:12]([CH3:27])[c:13](-[c:17]2[cH:18][cH:19][c:20]([C:23]([F:24])([F:25])[F:26])[cH:21][cH:22]2)[c:14]([CH3:16])[cH:15]1)[c:28]1[cH:29][cH:30][c:31]([C:32](=[O:33])[OH:34])[cH:35][cH:36]1.[CH3:38][O:39][C:40]([CH2:41][CH2:42][NH2:43])=[O:44].[CH3:66][N:67]([CH3:68])[CH2:69][CH2:70][CH2:71][N:72]=[C:73]=[N:74][CH2:75][CH3:76].[CH:56]([N:57]([CH2:58][CH3:59])[CH:60]([CH3:61])[CH3:62])([CH3:63])[CH3:64].[ClH:37].[ClH:65].[O:77]=[CH:78][N:79]([CH3:80])[CH3:81].[OH2:45].[OH2:82].[OH:46][n:47]1[c:48]2[cH:49][cH:50][cH:51][cH:52][c:53]2[n:54][n:55]1>>[CH2:1]([CH:2]=[CH2:3])[C:4]([CH2:5][CH:6]=[CH2:7])([CH2:8][O:9][c:10]1[cH:11][c:12]([CH3:27])[c:13](-[c:17]2[cH:18][cH:19][c:20]([C:23]([F:24])([F:25])[F:26])[cH:21][cH:22]2)[c:14]([CH3:16])[cH:15]1)[c:28]1[cH:29][cH:30][c:31]([C:32](=[O:33])[NH:43][CH2:42][CH2:41][C:40]([O:39][CH3:38])=[O:44])[cH:35][cH:36]1. Starting materials: CCOC(=O)c1c([N+](=O)[O-])c(C)[nH]c(=O)c1C(=O)OCC, O, O=P(Cl)(Cl)c1ccccc1. Yields the product CCOC(=O)c1c(Cl)nc(C)c([N+](=O)[O-])c1C(=O)OCC. Reaction SMILES: [CH2:1]([CH3:2])[O:3][C:4](=[O:5])[c:6]1[c:7](=[O:21])[nH:8][c:9]([CH3:20])[c:10]([N+:17](=[O:18])[O-:19])[c:11]1[C:12](=[O:13])[O:14][CH2:15][CH3:16].[OH2:32].[c:22]1([P:23]([Cl:24])(=[O:25])[Cl:30])[cH:26][cH:27][cH:28][cH:29][cH:31]1>>[CH2:1]([CH3:2])[O:3][C:4](=[O:5])[c:6]1[c:7]([Cl:30])[n:8][c:9]([CH3:20])[c:10]([N+:17](=[O:18])[O-:19])[c:11]1[C:12](=[O:13])[O:14][CH2:15][CH3:16].